This data is from the Open Reaction Database (ORD), a public repository of structured organic reaction records. The task is: describe an organic reaction: reactants, conditions, products, and yield Reactants: C(CCC)[Li] (n-butyl lithium), C(C)(C)NC(C)C (diisopropylamine), C(CCCCCCCCCCCCCCC)(=O)OCC (ethyl hexadecanoate), C(C=C)Br (allyl bromide). Solvent: O1CCCC1 (tetrahydrofuran), O1CCCC1 (tetrahydrofuran). Run at time 1 hour. Product: C(C=C)C(C(=O)OCC)CCCCCCCCCCCCCC (ethyl 2-allylhexadecanoate). Isolated yield 91.7%. Reaction SMILES: [CH2:1]([Li])[CH2:2][CH2:3]C.C(NC(C)C)(C)C.[C:13]([O:30][CH2:31][CH3:32])(=[O:29])[CH2:14][CH2:15][CH2:16][CH2:17][CH2:18][CH2:19][CH2:20][CH2:21][CH2:22][CH2:23][CH2:24][CH2:25][CH2:26][CH2:27][CH3:28].C(Br)C=C>O1CCCC1>[CH2:3]([CH:14]([CH2:15][CH2:16][CH2:17][CH2:18][CH2:19][CH2:20][CH2:21][CH2:22][CH2:23][CH2:24][CH2:25][CH2:26][CH2:27][CH3:28])[C:13]([O:30][CH2:31][CH3:32])=[O:29])[CH:2]=[CH2:1]. Procedure: To a solution of n-butyl lithium (hexane, 0.048 mol) in 120 mL of anhydrous tetrahydrofuran at 0° C. and under argon atmosphere, diisopropylamine was added (6.8 mL, 0.048 mol). Afterwards, ethyl hexadecanoate (11.3 g, 0.04 mol) in tetrahydrofuran (15 mL) was added dropwise and the homogeneous solution was stirred for 1 h at the same temperature. Next, allyl bromide (4.0 mL, 0.048 mol) was added and the resulting mixture was stirred at room temperature for 12 h. The mixture was poured on water, e... Reactants: P(=O)(Cl)(Cl)Cl (phosphorus oxychloride), Cl.C(CCCCCC)C1=CC=C(C(=O)N)C=C1 (p-n-heptylbenzamide hydrochloride), C(C)OC(=O)C=1C(=NC(=NC1)C1=CC=C(C=C1)CCCCCCC)O (2-(p-n-heptylphenyl)-4-hydroxy-5-pyrimidinecarboxylic acid ethyl ester), C(C)OC(C(C(=O)OCC)=COCC)=O (ethoxymethylenemalonic acid diethyl ester), CC[O-].[Na+] (sodium ethylate), C(C)OC(=O)C=1C(=NC(=NC1)C1=CC=C(C=C1)CCCCCCC)Cl (2-(p-n-heptylphenyl)-4-chloro-5-pyrimidinecarboxylic acid ethyl ester). Run in C(C)O (ethanol). Yields the product C(#N)C=1C=NC(=NC1)C1=CC=C(C=C1)CCCCCCC (5-cyano-2-(4-n-heptylphenyl)-pyrimidine). RXN SMILES: Cl.[CH2:2]([C:9]1[CH:17]=[CH:16][C:12]([C:13]([NH2:15])=O)=[CH:11][CH:10]=1)[CH2:3][CH2:4][CH2:5][CH2:6][CH2:7][CH3:8].C(OC(=O)C(=COCC)C(OCC)=O)C.CC[O-].[Na+].C(O[C:40]([C:42]1[C:43](O)=[N:44]C(C2C=CC(CCCCCCC)=CC=2)=[N:46][CH:47]=1)=O)C.P(Cl)(Cl)(Cl)=O.C(OC(C1C(Cl)=NC(C2C=CC(CCCCCCC)=CC=2)=NC=1)=O)C>C(O)C>[C:47]([C:42]1[CH:40]=[N:15][C:13]([C:12]2[CH:16]=[CH:17][C:9]([CH2:2][CH2:3][CH2:4][CH2:5][CH2:6][CH2:7][CH3:8])=[CH:10][CH:11]=2)=[N:44][CH:43]=1)#[N:46] |f:0.1,3.4|. Reported procedure: The starting material can be obtained according to the procedure of A. R. Todd and F. Bergel, J. Chem. Soc. 1937, 366 from p-n-heptylbenzamide hydrochloride [prepared according to H. Schubert and H. Zaschke, J. prakt. Chem. 312, 494 (1970) from p-n-heptylbenzonitrile; melting point 126.0°-127.3° C] and ethoxymethylenemalonic acid diethyl ester with sodium ethylate in ethanol and subsequent treatment of the obtained 2-(p-n-heptylphenyl)-4-hydroxy-5-pyrimidinecarboxylic acid ethyl ester (melting p...